This data is from the Open Reaction Database (ORD), a public repository of structured organic reaction records. The task is: describe an organic reaction: reactants, conditions, products, and yield Starting materials: O=Cc1cc(Br)ccc1O, CO, COCCOC, [Cs+], [F-], O, c1ccc(P(c2ccccc2)(c2ccccc2)[Pd](P(c2ccccc2)(c2ccccc2)c2ccccc2)(P(c2ccccc2)(c2ccccc2)c2ccccc2)P(c2ccccc2)(c2ccccc2)c2ccccc2)cc1, OB(O)c1ccsc1. The product is O=Cc1cc(-c2ccsc2)ccc1O. RXN SMILES: [Br:1][c:2]1[cH:3][cH:4][c:5]([OH:10])[c:6]([CH:7]=[O:8])[cH:9]1.[CH3:105][OH:106].[CH3:99][O:100][CH2:101][CH2:102][O:103][CH3:104].[Cs+:20].[F-:19].[OH2:21].[cH:22]1[cH:23][cH:24][c:25]([P:26]([Pd:27]([P:28]([c:29]2[cH:30][cH:31][cH:32][cH:33][cH:34]2)([c:35]2[cH:36][cH:37][cH:38][cH:39][cH:40]2)[c:41]2[cH:42][cH:43][cH:44][cH:45][cH:46]2)([P:47]([c:48]2[cH:49][cH:50][cH:51][cH:52][cH:53]2)([c:54]2[cH:55][cH:56][cH:57][cH:58][cH:59]2)[c:60]2[cH:61][cH:62][cH:63][cH:64][cH:65]2)[P:66]([c:67]2[cH:68][cH:69][cH:70][cH:71][cH:72]2)([c:73]2[cH:74][cH:75][cH:76][cH:77][cH:78]2)[c:79]2[cH:80][cH:81][cH:82][cH:83][cH:84]2)([c:85]2[cH:86][cH:87][cH:88][cH:89][cH:90]2)[c:91]2[cH:92][cH:93][cH:94][cH:95][cH:96]2)[cH:97][cH:98]1.[s:11]1[cH:12][c:13]([B:16]([OH:17])[OH:18])[cH:14][cH:15]1>>[c:2]1(-[c:13]2[cH:12][s:11][cH:15][cH:14]2)[cH:3][cH:4][c:5]([OH:10])[c:6]([CH:7]=[O:8])[cH:9]1. Starting materials: C1=CC=CC=2C3=CC=CC=C3C(C12)COC(=O)N[C@@H](CSCC(CC(=O)O)C(C=1C=NC=CC1)=O)C(=O)OC (3-({(2R)-2-[(fluoren-9-ylmethoxy)carbonylamino]-2-(methoxycarbonyl)ethylthio}methyl)-4-oxo-4-(3-pyridyl)butanoic acid), COC1=C(C=CC=C1)N=C=O (2-methoxyphenyl isocyanate). The product is COC1=C(C=CC=C1)NC(=O)N[C@@H](CSCC(CC(=O)O)C(C=1C=NC=CC1)=O)C(=O)OC (3-[((2R)-2-{[(2-Methoxyphenyl)amino]carbonylamino}-2-(methoxycarbonyl)ethylthio)methyl]-4-oxo-4-(3-pyridyl)butanoic Acid). The yield is 14.0%. RXN SMILES: C1C2C(CO[C:16]([NH:18][C@H:19]([C:36]([O:38][CH3:39])=[O:37])[CH2:20][S:21][CH2:22][CH:23]([C:28](=[O:35])[C:29]3[CH:30]=[N:31][CH:32]=[CH:33][CH:34]=3)[CH2:24][C:25]([OH:27])=[O:26])=[O:17])C3C(=CC=CC=3)C=2C=CC=1.[CH3:40][O:41][C:42]1[CH:47]=[CH:46][CH:45]=[CH:44][C:43]=1[N:48]=C=O>>[CH3:40][O:41][C:42]1[CH:47]=[CH:46][CH:45]=[CH:44][C:43]=1[NH:48][C:16]([NH:18][C@H:19]([C:36]([O:38][CH3:39])=[O:37])[CH2:20][S:21][CH2:22][CH:23]([C:28](=[O:35])[C:29]1[CH:30]=[N:31][CH:32]=[CH:33][CH:34]=1)[CH2:24][C:25]([OH:27])=[O:26])=[O:17]. Procedure: The title compound was prepared from 3-({(2R)-2-[(fluoren-9-ylmethoxy)carbonylamino]-2-(methoxycarbonyl)ethylthio}methyl)-4-oxo-4-(3-pyridyl)butanoic acid and 2-methoxyphenyl isocyanate as described in Example 16 in a 14% yield; ESMS, (M+1)+476. Starting materials: C(C)(C)(C)OC(=O)N1CC2=C(CC1)SC(=C2)C(=O)N2CCOCC2 (5-t-Butoxycarbonyl-2-(morpholine-4-carbonyl)-4,5,6,7-tetrahydro-thieno[3,2-c]pyridine), Cl (hydrochloric acid). The product is N1(CCOCC1)C(=O)C1=CC=2CNCCC2S1 (2-(Morpholine-4-carbonyl)-4,5,6,7-tetrahydro-thieno[3,2-c]pyridine). RXN SMILES: C(OC([N:8]1[CH2:13][CH2:12][C:11]2[S:14][C:15]([C:17]([N:19]3[CH2:24][CH2:23][O:22][CH2:21][CH2:20]3)=[O:18])=[CH:16][C:10]=2[CH2:9]1)=O)(C)(C)C.Cl>>[N:19]1([C:17]([C:15]2[S:14][C:11]3[CH2:12][CH2:13][NH:8][CH2:9][C:10]=3[CH:16]=2)=[O:18])[CH2:24][CH2:23][O:22][CH2:21][CH2:20]1. Reported procedure: 5-t-Butoxycarbonyl-2-(morpholine-4-carbonyl)-4,5,6,7-tetrahydro-thieno[3,2-c]pyridine (610 mg, 1.7 mmol) was mixed with hydrochloric acid-saturated methanol and stirred at room temperature for two nights. The solvent was removed by evaporation from the reaction solution under a reduced pressure, and the residue was mixed with sodium hydroxide aqueous solution (1 N). The reaction product was extracted with ethyl acetate, and the organic layer was washed with saturated brine and dried with anhydro... The reactants are CCCCCS(N)(=O)=O, CN(C)C=O, Cc1nc2ccc(C(=O)O)cc2n1Cc1ccc(Cl)cc1Cl. The product is CCCCCS(=O)(=O)NC(=O)c1ccc2nc(C)n(Cc3ccc(Cl)cc3Cl)c2c1. As a reaction SMILES: [CH2:23]([CH2:24][CH2:25][CH2:26][CH3:27])[S:28](=[O:29])(=[O:30])[NH2:31].[CH3:32][N:33]([CH3:34])[CH:35]=[O:36].[Cl:1][c:2]1[c:3]([CH2:4][n:5]2[c:6]([CH3:17])[n:7][c:8]3[c:9]2[cH:10][c:11]([C:14](=[O:15])[OH:16])[cH:12][cH:13]3)[cH:18][cH:19][c:20]([Cl:22])[cH:21]1>>[Cl:1][c:2]1[c:3]([CH2:4][n:5]2[c:6]([CH3:17])[n:7][c:8]3[c:9]2[cH:10][c:11]([C:14](=[O:16])[NH:31][S:28]([CH2:23][CH2:24][CH2:25][CH2:26][CH3:27])(=[O:29])=[O:30])[cH:12][cH:13]3)[cH:18][cH:19][c:20]([Cl:22])[cH:21]1. Reactants: C(=O)(N1C=NC=C1)N1C=NC=C1 (1,1′-Carbonyl-diimidazol), NC=1C=C(C=CC1)C(C#N)C (2-(3-amino-phenyl)-propionitrile), NC1=CC=C(OC2=NC(=NC=C2)NCCCO)C=C1 (3-[4-(4-Amino-phenoxy)-pyrimidin-2-ylamino]-propan-1-ol). Solvent: ClCCl (dichloro-methane), ClCCl (dichloromethane). Run at time 12 hour. Product: C(#N)C(C=1C=C(C=CC1)NC(=O)NC1=CC=C(C=C1)OC1=NC(=NC=C1)NCCCO)C (1-[3-(Cyano-methyl-methyl)-phenyl]-3-{4-[2-(3-hydroxy-propylamino)-pyrimidin-4-yloxy]-phenyl}-urea). RXN SMILES: [C:1]([N:8]1[CH:12]=[CH:11]N=C1)([N:3]1[CH:7]=[CH:6]N=C1)=[O:2].NC1[CH:15]=[C:16]([CH:20]([CH3:23])[C:21]#[N:22])[CH:17]=[CH:18]C=1.NC1C=[CH:41][C:28]([O:29][C:30]2[CH:35]=[CH:34][N:33]=[C:32]([NH:36][CH2:37][CH2:38][CH2:39][OH:40])[N:31]=2)=[CH:27][CH:26]=1>ClCCl>[C:21]([CH:20]([CH3:23])[C:16]1[CH:15]=[C:12]([NH:8][C:1]([NH:3][C:7]2[CH:6]=[CH:41][C:28]([O:29][C:30]3[CH:35]=[CH:34][N:33]=[C:32]([NH:36][CH2:37][CH2:38][CH2:39][OH:40])[N:31]=3)=[CH:27][CH:26]=2)=[O:2])[CH:11]=[CH:18][CH:17]=1)#[N:22]. Procedure: 222 mg (1.37 mmol) 1,1′-Carbonyl-diimidazol (CDI) were given to a solution of 182 mg (1.24 mmol) 2-(3-amino-phenyl)-propionitrile in 4.0 ml dichloro-methane and stirred for 12 h. A solution of 324 mg (1.24 mmol) 3-[4-(4-Amino-phenoxy)-pyrimidin-2-ylamino]-propan-1-ol in 6 ml dichloromethane was added within 30 min. and the mixture stirred for 12 h at r.t. The reaction mixture was evaporated and the residue was purified by chromatography on silica gel (dichloromethane/ethanol 96:4). The obtained ...